This data is from the Open Reaction Database (ORD), a public repository of structured organic reaction records. The task is: describe an organic reaction: reactants, conditions, products, and yield Starting materials: ClC=1C=C(C=CC1)[C@@H](C)NC(C1=CC(=C(C=C1)OC)S(=O)(=O)N1CCOCC1)=O ((R)—N-(1-(3-chlorophenyl)ethyl)-4-methoxy-3-(morpholinosulfonyl)benzamide), B (borane). The solvent is C1CCOC1 (THF). Product: COC1=C(C=C(CN[C@H](C)C2=CC(=CC=C2)Cl)C=C1)S(=O)(=O)N1CCOCC1 ((R)—N-(4-methoxy-3-(morpholinosulfonyl)benzyl)-1-(3-chlorophenyl)ethanamine). Yield: 18.1%. As a reaction SMILES: [Cl:1][C:2]1[CH:3]=[C:4]([C@H:8]([NH:10][C:11](=O)[C:12]2[CH:17]=[CH:16][C:15]([O:18][CH3:19])=[C:14]([S:20]([N:23]3[CH2:28][CH2:27][O:26][CH2:25][CH2:24]3)(=[O:22])=[O:21])[CH:13]=2)[CH3:9])[CH:5]=[CH:6][CH:7]=1.B>C1COCC1>[CH3:19][O:18][C:15]1[CH:16]=[CH:17][C:12]([CH2:11][NH:10][C@@H:8]([C:4]2[CH:5]=[CH:6][CH:7]=[C:2]([Cl:1])[CH:3]=2)[CH3:9])=[CH:13][C:14]=1[S:20]([N:23]1[CH2:24][CH2:25][O:26][CH2:27][CH2:28]1)(=[O:22])=[O:21]. Reported procedure: To a solution of (R)—N-(1-(3-chlorophenyl)ethyl)-4-methoxy-3-(morpholinosulfonyl)benzamide 43 (0.948 g, 2.16 mmol) in THF (9 mL) at room temperature was added borane (0.124 g, 8.96 mmol) (9 mL, 1 M in THF). The reaction mixture was heated to reflux for 24 h, quenched with 1 M NaOH, and diluted with EtOAc. The organic phase was washed with water (1×), brine (1×), dried over MgSO4, filtered, and concentrated in vacuo. Purification by flash column chromatography on silica gel (eluted with 50% to 10...